This data is from the Open Reaction Database (ORD), a public repository of structured organic reaction records. The task is: describe an organic reaction: reactants, conditions, products, and yield Reactants: ClC=1C=C(OC2CCNCC2)C=CC1Cl (4-(3,4-dichlorophenoxy)piperidine), C1(CCC(CC1)=O)=O (1,4-cyclohexanedione). Reagents/catalysts: [Pd] (palladium on carbon). Run in C(C)O (ethanol). Run at temperature 55 celsius, time 5 hour. Yields the product ClC=1C=C(OC2CCN(CC2)C2=CC=C(C=C2)O)C=CC1Cl (4-[4-(3,4-dichlorophenoxy)piperidin-1-yl]phenol). The yield is 53.3%. As a reaction SMILES: [Cl:1][C:2]1[CH:3]=[C:4]([CH:12]=[CH:13][C:14]=1[Cl:15])[O:5][CH:6]1[CH2:11][CH2:10][NH:9][CH2:8][CH2:7]1.[C:16]1(=O)[CH2:21][CH2:20][C:19](=[O:22])[CH2:18][CH2:17]1>[Pd].C(O)C>[Cl:1][C:2]1[CH:3]=[C:4]([CH:12]=[CH:13][C:14]=1[Cl:15])[O:5][CH:6]1[CH2:11][CH2:10][N:9]([C:16]2[CH:21]=[CH:20][C:19]([OH:22])=[CH:18][CH:17]=2)[CH2:8][CH2:7]1. Procedure: 10% palladium on carbon (350 mg) was added to an ethanol solution (50 ml) of 4-(3,4-dichlorophenoxy)piperidine (7.1 g) and 1,4-cyclohexanedione (6.47 g), and the mixture was stirred at 50 to 60° C. for 5 hours. After being cooled to room temperature, the catalyst was removed by filtration, and the filtrate was concentrated under reduced pressure. The residue was dissolved in ethyl acetate, washed with a saturated sodium chloride aqueous solution, and dried over magnesium sulfate. After being con... The reactants are O=CO, CC(C)(C)OC(=O)COc1ccc(C2C(CCC(O)c3ccc(F)cc3)C(=O)N2c2ccc(F)cc2)cc1. The product is O=C(O)COc1ccc(C2C(CCC(O)c3ccc(F)cc3)C(=O)N2c2ccc(F)cc2)cc1. Reaction SMILES: [CH:39]([OH:40])=[O:41].[F:1][c:2]1[cH:3][cH:4][c:5]([N:8]2[C:9](=[O:38])[CH:10]([CH2:27][CH2:28][CH:29]([OH:30])[c:31]3[cH:32][cH:33][c:34]([F:37])[cH:35][cH:36]3)[CH:11]2[c:12]2[cH:13][cH:14][c:15]([O:18][CH2:19][C:20](=[O:21])[O:22][C:23]([CH3:24])([CH3:25])[CH3:26])[cH:16][cH:17]2)[cH:6][cH:7]1>>[F:1][c:2]1[cH:3][cH:4][c:5]([N:8]2[C:9](=[O:38])[CH:10]([CH2:27][CH2:28][CH:29]([OH:30])[c:31]3[cH:32][cH:33][c:34]([F:37])[cH:35][cH:36]3)[CH:11]2[c:12]2[cH:13][cH:14][c:15]([O:18][CH2:19][C:20](=[O:21])[OH:22])[cH:16][cH:17]2)[cH:6][cH:7]1. The reactants are Cl[Si](C)(C)C (chlorotrimethylsilane), cis-trans mixture, Cl (hydrochloride), CN(C1(CCC(CC1)NC(=O)C=1C(=NOC1C)C1=CC=CC=C1)C1=CC(=CC=C1)F)C (5-methyl-3-phenylisoxazole-4-carboxylic acid [4-dimethylamino-4-(3-fluorophenyl)cyclohexyl]amide), FC=1C=C(C=CC1)C1(CCC(CC1)N)N(C)C (1-(3-fluorophenyl)-N,N-dimethylcyclohexane-1,4-diamine), CC1=C(C(=NO1)C1=CC=CC=C1)C(=O)O (5-methyl-3-phenylisoxazole-4-carboxylic acid). The solvent is O (water), CO (methanol), C(C)OCC.CO (diethyl ether methanol), C(C)OCC (diethyl ether), C(C)OCC.CO (diethyl ether methanol), C(C)(=O)OCC (ethyl acetate), CC(CC)=O (2-butanone). Product: Cl.CN(C1(CCC(CC1)NC(=O)C=1C(=NOC1C)C1=CC=CC=C1)C1=CC(=CC=C1)F)C (5-methyl-3-phenylisoxazole-4-carboxylic acid [4-dimethylamino-4-(3-fluorophenyl)cyclohexyl]amide hydrochloride). As a reaction SMILES: FC1C=C(C2(N(C)C)CCC(N)CC2)C=CC=1.CC1ON=C(C2C=CC=CC=2)C=1C(O)=O.Cl.[CH3:34][N:35]([CH3:64])[C:36]1([C:57]2[CH:62]=[CH:61][CH:60]=[C:59]([F:63])[CH:58]=2)[CH2:41][CH2:40][CH:39]([NH:42][C:43]([C:45]2[C:46]([C:51]3[CH:56]=[CH:55][CH:54]=[CH:53][CH:52]=3)=[N:47][O:48][C:49]=2[CH3:50])=[O:44])[CH2:38][CH2:37]1.[Cl:65][Si](C)(C)C>CC(=O)CC.O.C(OCC)(=O)C.CO.C(OCC)C.CO.C(OCC)C>[ClH:65].[CH3:64][N:35]([CH3:34])[C:36]1([C:57]2[CH:62]=[CH:61][CH:60]=[C:59]([F:63])[CH:58]=2)[CH2:37][CH2:38][CH:39]([NH:42][C:43]([C:45]2[C:46]([C:51]3[CH:52]=[CH:53][CH:54]=[CH:55][CH:56]=3)=[N:47][O:48][C:49]=2[CH3:50])=[O:44])[CH2:40][CH2:41]1 |f:9.10,12.13|. Reported procedure: As described for Example 120, 700 mg of a cis-trans mixture of 1-(3-fluorophenyl)-N,N-dimethylcyclohexane-1,4-diamine were reacted with 600 mg 5-methyl-3-phenylisoxazole-4-carboxylic acid (1 molar equivalent) and the crude product was isolated. The main fraction, obtained after column chromatography on silica gel (3.0×19 cm) with 175 ml diethyl ether followed by 250 ml diethyl ether/methanol (V:V=2:1), 250 ml diethyl ether/methanol (V:V=1:1) and 200 ml methanol, of 775 mg was dissolved in 10 ml ... Reactants: C(C)OC(=O)C1=C(N(C=C1)C(C)C)C(C1=CC=C(C=C1)C#N)NC1=CN(C(C(=C1)Cl)=O)CC1=CC=C(C=C1)OC (2-[[5-chloro-1-(4-methoxy-benzyl)-6-oxo-1,6-dihydro-pyridin-3-ylamino]-(4-cyano-phenyl)-methyl]-1-isopropyl-1H-pyrrole-3-carboxylic acid ethyl ester), [Cl-].C[Al+]C (dimethylaluminium chloride). Yields the product ClC1=CC(=CN(C1=O)CC1=CC=C(C=C1)OC)N1C(C=2N(C=CC2C1=O)C(C)C)C1=CC=C(C#N)C=C1 (4-{5-[5-Chloro-1-(4-methoxy-benzyl)-6-oxo-1,6-dihydro-pyridin-3-yl]-1-isopropyl-4-oxo-1,4,5,6-tetrahydro-pyrrolo[3,4-b]pyrrol-6-yl}-benzonitrile). RXN SMILES: C(O[C:4]([C:6]1[CH:10]=[CH:9][N:8]([CH:11]([CH3:13])[CH3:12])[C:7]=1[CH:14]([NH:23][C:24]1[CH:29]=[C:28]([Cl:30])[C:27](=[O:31])[N:26]([CH2:32][C:33]2[CH:38]=[CH:37][C:36]([O:39][CH3:40])=[CH:35][CH:34]=2)[CH:25]=1)[C:15]1[CH:20]=[CH:19][C:18]([C:21]#[N:22])=[CH:17][CH:16]=1)=[O:5])C.[Cl-].C[Al+]C>>[Cl:30][C:28]1[C:27](=[O:31])[N:26]([CH2:32][C:33]2[CH:38]=[CH:37][C:36]([O:39][CH3:40])=[CH:35][CH:34]=2)[CH:25]=[C:24]([N:23]2[C:4](=[O:5])[C:6]3[CH:10]=[CH:9][N:8]([CH:11]([CH3:13])[CH3:12])[C:7]=3[CH:14]2[C:15]2[CH:20]=[CH:19][C:18]([C:21]#[N:22])=[CH:17][CH:16]=2)[CH:29]=1 |f:1.2|. Reported procedure: The title compound was prepared in analogy to the procedure described for Step F1, but 2-[[5-chloro-1-(4-methoxy-benzyl)-6-oxo-1,6-dihydro-pyridin-3-ylamino]-(4-cyano-phenyl)-methyl]-1-isopropyl-1H-pyrrole-3-carboxylic acid ethyl ester (Step AF2) was used instead of 2-[(4-chloro-phenyl)-(4-hydroxy-cyclohexylamino)-methyl]-1-isopropyl-1H-pyrrole-3-carboxylic acid ethyl ester, and dimethylaluminium chloride [1184-58-3] (1M/hexanes) was used instead of trimethylaluminium. The title compound was obt... The reactants are COC(=O)C1C(NC(=O)COc2ccccc2)C(=O)N1Cc1ccc(OC)cc1OC, [K+], [K+], [Na+], [Na+], O, O=P([O-])([O-])O, O=S(=O)([O-])OOS(=O)(=O)[O-]. The product is COC(=O)C1NC(=O)C1NC(=O)COc1ccccc1. RXN SMILES: [CH3:1][O:2][c:3]1[cH:4][c:5]([O:26][CH3:27])[cH:28][cH:29][c:30]1[CH2:31][N:6]1[CH:7]([C:22](=[O:23])[O:24][CH3:25])[CH:8]([NH:11][C:12]([CH2:13][O:14][c:15]2[cH:16][cH:17][cH:18][cH:19][cH:20]2)=[O:21])[C:9]1=[O:10].[K+:42].[K+:43].[Na+:49].[Na+:50].[OH2:51].[P:44]([O-:45])([O-:46])([OH:47])=[O:48].[S:32]([O:33][O:34][S:35]([O-:36])(=[O:37])=[O:38])([O-:39])(=[O:40])=[O:41]>>[NH:6]1[CH:7]([C:22](=[O:23])[O:24][CH3:25])[CH:8]([NH:11][C:12]([CH2:13][O:14][c:15]2[cH:16][cH:17][cH:18][cH:19][cH:20]2)=[O:21])[C:9]1=[O:10]. The product is FC(C1=C(C=CC=C1)C1=NN=C(O1)C12CCC(CC1)(CC2)CCCC(C)=O)(F)F (5-(4-{5-[2-(trifluoromethyl)phenyl]-1,3,4-oxadiazol-2-yl}bicyclo[2.2.2]oct-1-yl)pentan-2-one). Procedure: 2-{4-[3-(2-Methyl-1,3-dioxolan-2-yl)propyl]bicyclo[2.2.2]oct-1-yl }-5-[2-(trifluoromethyl)phenyl]-1,3,4-oxadiazole (4-G) (0.158 g) was stirred in a mixure of 90% acetone/10% water (20 mL). p-Toluenesulfonic acid (10 mg) was added to the solution. The reaction was heated to reflux for 1 h. The volume was reduced by evaporation of acetone in vacuo. The mixture was then layered with ethyl acetate (25 mL) and saturated sodium bicarbonate solution (25 mL). The ethyl acetate layer was extracted and dr... Solvent: CC(=O)C (acetone). The reactants are CC1(OCCO1)CCCC12CCC(CC1)(CC2)C=2OC(=NN2)C2=C(C=CC=C2)C(F)(F)F (2-{4-[3-(2-methyl-1,3-dioxolan-2-yl)propyl]bicyclo[2.2.2]oct-1-yl}-5-[2-(trifluoromethyl)phenyl]-1,3,4-oxadiazole), C1(=CC=C(C=C1)S(=O)(=O)O)C (p-Toluenesulfonic acid). As a reaction SMILES: [CH3:1][C:2]1([CH2:7][CH2:8][CH2:9][C:10]23[CH2:17][CH2:16][C:13]([C:18]4[O:19][C:20]([C:23]5[CH:28]=[CH:27][CH:26]=[CH:25][C:24]=5[C:29]([F:32])([F:31])[F:30])=[N:21][N:22]=4)([CH2:14][CH2:15]2)[CH2:12][CH2:11]3)OCC[O:3]1.C1(C)C=CC(S(O)(=O)=O)=CC=1>CC(C)=O>[F:32][C:29]([F:30])([F:31])[C:24]1[CH:25]=[CH:26][CH:27]=[CH:28][C:23]=1[C:20]1[O:19][C:18]([C:13]23[CH2:14][CH2:15][C:10]([CH2:9][CH2:8][CH2:7][C:2](=[O:3])[CH3:1])([CH2:11][CH2:12]2)[CH2:17][CH2:16]3)=[N:22][N:21]=1. Reactants: CCOP(c1ccccc1)c1ccccc1, C1CCOC1, OCc1ccccc1O. Yields the product O=P(Cc1ccccc1O)(c1ccccc1)c1ccccc1. RXN SMILES: [CH2:10]([CH3:11])[O:12][P:13]([c:14]1[cH:15][cH:16][cH:17][cH:18][cH:19]1)[c:20]1[cH:21][cH:22][cH:23][cH:24][cH:25]1.[O:26]1[CH2:27][CH2:28][CH2:29][CH2:30]1.[OH:1][CH2:2][c:3]1[c:4]([OH:9])[cH:5][cH:6][cH:7][cH:8]1>>[CH2:2]([c:3]1[c:4]([OH:9])[cH:5][cH:6][cH:7][cH:8]1)[P:13](=[O:12])([c:14]1[cH:15][cH:16][cH:17][cH:18][cH:19]1)[c:20]1[cH:21][cH:22][cH:23][cH:24][cH:25]1. The reactants are C(C)(C)(C)OC(=O)N1[C@@H](CC(C1)=NOC)C(=O)O ((2S,4EZ)-1-(tert-butoxycarbonyl)-4-(methoxyimino)-2-pyrrolidinecarboxylic acid), C1(=CC=C(C=C1)C(=O)Cl)C1=CC=CC=C1 ([1,1′-biphenyl]-4carbonyl chloride), CNC=1C(=CC=CC1)N (N1-methyl-1,2-benzenediamine). Yields the product CON=C1CN([C@@H](C1)C1=NC2=C(N1C)C=CC=C2)C(=O)C2=CC=C(C=C2)C2=CC=CC=C2 ((3EZ,5S)-1-([1,1′-biphenyl]-4-ylcarbonyl)-5-(1-methyl-1H-benzimidazol-2-yl)-3-pyrrolidinone O-methyloxime). As a reaction SMILES: C(O[C:6]([N:8]1[CH2:12][C:11](=[N:13][O:14][CH3:15])[CH2:10][C@H:9]1[C:16](O)=O)=[O:7])(C)(C)C.[C:19]1([C:28]2[CH:33]=[CH:32][CH:31]=[CH:30][CH:29]=2)[CH:24]=[CH:23][C:22](C(Cl)=O)=[CH:21][CH:20]=1.[CH3:34][NH:35][C:36]1[C:37]([NH2:42])=[CH:38][CH:39]=[CH:40][CH:41]=1>>[CH3:15][O:14][N:13]=[C:11]1[CH2:10][C@@H:9]([C:16]2[N:35]([CH3:34])[C:36]3[CH:41]=[CH:40][CH:39]=[CH:38][C:37]=3[N:42]=2)[N:8]([C:6]([C:31]2[CH:30]=[CH:29][C:28]([C:19]3[CH:20]=[CH:21][CH:22]=[CH:23][CH:24]=3)=[CH:33][CH:32]=2)=[O:7])[CH2:12]1. Reported procedure: Following the general method as outlined in Example 11, starting from (2S,4EZ)-1-(tert-butoxycarbonyl)-4-(methoxyimino)-2-pyrrolidinecarboxylic acid, [1,1′-biphenyl]-4carbonyl chloride, and N1-methyl-1,2-benzenediamine, the title compound was obtained in 88% purity by HPLC. MS(ESI+): m/z=425. Starting materials: Cl.Cl.N[C@@H]1CC[C@H](CC1)C(=O)NC1=C(OC2=C1C=CC=C2)C(=O)NC2=NC=C(C=C2)Cl (Trans-3-(4-aminocyclohexylcarbonylamino)-N-(5-chloropyridin-2-yl)benzofuran-2-carboxamide dihydrochloride), ClC1=NC=CC=N1 (2-chloropyrimidine). Product: Cl.Cl.N1=C(N=CC=C1)N[C@@H]1CC[C@H](CC1)C(=O)NC1=C(OC2=C1C=CC=C2)C(=O)NC2=NC=C(C=C2)Cl (Trans-3-[4-((pyrimidin-2-yl)amino)cyclohexylcarbonylamino]-N-(5-chloropyridin-2-yl)benzofuran-2-carboxamide dihydrochloride). Isolated yield 32.0%. As a reaction SMILES: Cl.Cl.[NH2:3][C@H:4]1[CH2:9][CH2:8][C@H:7]([C:10]([NH:12][C:13]2[C:17]3[CH:18]=[CH:19][CH:20]=[CH:21][C:16]=3[O:15][C:14]=2[C:22]([NH:24][C:25]2[CH:30]=[CH:29][C:28]([Cl:31])=[CH:27][N:26]=2)=[O:23])=[O:11])[CH2:6][CH2:5]1.[Cl:32][C:33]1[N:38]=[CH:37][CH:36]=[CH:35][N:34]=1>>[ClH:31].[ClH:32].[N:34]1[CH:35]=[CH:36][CH:37]=[N:38][C:33]=1[NH:3][C@H:4]1[CH2:9][CH2:8][C@H:7]([C:10]([NH:12][C:13]2[C:17]3[CH:18]=[CH:19][CH:20]=[CH:21][C:16]=3[O:15][C:14]=2[C:22]([NH:24][C:25]2[CH:30]=[CH:29][C:28]([Cl:31])=[CH:27][N:26]=2)=[O:23])=[O:11])[CH2:6][CH2:5]1 |f:0.1.2,4.5.6|. Procedure: Trans-3-[4-aminocyclohexylcarbonylamino]-N-(5-chloropyridin-2-yl)benzofuran-2-carboxamide dihydrochloride (350 mg) obtained in Example 219 and 2-chloropyrimidine (99 mg) are treated in a similar manner to Example 373 to give the title compound (65 mg).